Dataset: the Open Reaction Database (ORD), a public repository of structured organic reaction records. Task: describe an organic reaction: reactants, conditions, products, and yield Reactants: FC(F)(F)c1nnc2ccc(N3CCNCC3)nn12, O=Cc1nccs1. Yields the product FC(F)(F)c1nnc2ccc(N3CCN(Cc4nccs4)CC3)nn12. Reaction SMILES: [N:1]1([c:7]2[cH:8][cH:9][c:10]3[n:11]([n:12]2)[c:13]([C:16]([F:17])([F:18])[F:19])[n:14][n:15]3)[CH2:2][CH2:3][NH:4][CH2:5][CH2:6]1.[s:20]1[c:21]([CH:25]=[O:26])[n:22][cH:23][cH:24]1>>[N:1]1([c:7]2[cH:8][cH:9][c:10]3[n:11]([n:12]2)[c:13]([C:16]([F:17])([F:18])[F:19])[n:14][n:15]3)[CH2:2][CH2:3][N:4]([CH2:25][c:21]2[s:20][cH:24][cH:23][n:22]2)[CH2:5][CH2:6]1. The reactants are FC1=CC=C(C=C1)C=1C=CC(=NC1)C (5-(4-fluorophenyl)-2-methylpyridine), ClC1=CC(=CC=C1)C(=O)OO (m-chloroperbenzoic acid). Solvent: C(Cl)Cl (CH2Cl2). Product: FC1=CC=C(C=C1)C=1C=CC(=[N+](C1)[O-])C (5-(4-fluorophenyl)-2-methylpyridine-N -oxide). RXN SMILES: [F:1][C:2]1[CH:7]=[CH:6][C:5]([C:8]2[CH:9]=[CH:10][C:11]([CH3:14])=[N:12][CH:13]=2)=[CH:4][CH:3]=1.ClC1C=CC=C(C(OO)=[O:23])C=1>C(Cl)Cl>[F:1][C:2]1[CH:3]=[CH:4][C:5]([C:8]2[CH:9]=[CH:10][C:11]([CH3:14])=[N+:12]([O-:23])[CH:13]=2)=[CH:6][CH:7]=1. Procedure details: To a solution of 5-(4-fluorophenyl)-2-methylpyridine (420 mg, 2.2 mmol) in CH2C2 (25 mL) is added m-chloroperbenzoic acid (600 mg, 3.4 mmol). After 16 hours the reaction mixture is diluted with CH2Cl2 (50 mL) and the resulting solution washed with 5N NaOH (2×75 mL). The organic phase is then dried with Na2SO4 and concentrated in vacuo to give 5-(4-fluorophenyl)-2-methylpyridine-N -oxide. The reactants are COC1=CC2=CC=C(C=C2C=C1)C1=CCC(CC1)CCC (2-methoxy-6-(4-propylcyclohexa-1-ene-1-yl)naphthalene), [H][H] (hydrogen). Reagents/catalysts: [C].[Pd] (palladium carbon). Run in C(C)(=O)OCC (ethyl acetate). Reaction conditions: temperature 120 celsius, time 1 hour. The product is COC1=CC2=CC=C(C=C2C=C1)[C@@H]1CC[C@H](CC1)CCC (2-methoxy-6-(trans-4-propylcyclohexyl)naphthalene). The yield is 62.1%. As a reaction SMILES: [CH3:1][O:2][C:3]1[CH:12]=[CH:11][C:10]2[C:5](=[CH:6][CH:7]=[C:8]([C:13]3[CH2:18][CH2:17][CH:16]([CH2:19][CH2:20][CH3:21])[CH2:15][CH:14]=3)[CH:9]=2)[CH:4]=1.[H][H]>C(OCC)(=O)C.[C].[Pd]>[CH3:1][O:2][C:3]1[CH:12]=[CH:11][C:10]2[C:5](=[CH:6][CH:7]=[C:8]([C@H:13]3[CH2:18][CH2:17][C@H:16]([CH2:19][CH2:20][CH3:21])[CH2:15][CH2:14]3)[CH:9]=2)[CH:4]=1 |f:3.4|. Reported procedure: 44.8 g of 2-methoxy-6-(4-propylcyclohexa-1-ene-1-yl)naphthalene was dissolved in 800 ml of ethyl acetate. To the solution was then added 10 g of 5% palladium carbon. The reaction mixture was then stirred at a hydrogen pressure of 4 kg/cm2 for 6 hours. The catalyst was then removed by filtration. The solvent was then distilled off. The residue was then dissolved in 180 ml of N,N-dimethylformamide. To the solution was then added 18 g of potassium t-butoxide. The reaction mixture was then heated to...